Dataset: the Open Reaction Database (ORD), a public repository of structured organic reaction records. Task: describe an organic reaction: reactants, conditions, products, and yield Reactants: BrC1=CSC=2CN(CC(OC21)C)C(=O)OC(C)(C)C (tert-butyl 8-bromo-2-methyl-2,3-dihydrothieno[2,3-f][1,4]oxazepine-4(5H)-carboxylate), FC1=C(C=CC=C1)B(O)O ((2-fluorophenyl)boronic acid), C([O-])([O-])=O.[K+].[K+] (potassium carbonate), O (water). Reagents/catalysts: Cl[Pd]([P](C1=CC=CC=C1)(C2=CC=CC=C2)C3=CC=CC=C3)([P](C4=CC=CC=C4)(C5=CC=CC=C5)C6=CC=CC=C6)Cl (dichlorobis(triphenylphosphine)palladium). Run in COCCOC.O (DME water). The product is FC1=C(C=CC=C1)C1=CSC=2CN(CC(OC21)C)C(=O)OC(C)(C)C (tert-butyl 8-(2-fluorophenyl)-2-methyl-2,3-dihydrothieno[2,3-f][1,4]oxazepine-4(5H)-carboxylate). Yield: 95.8%. As a reaction SMILES: Br[C:2]1[C:11]2[O:10][CH:9]([CH3:12])[CH2:8][N:7]([C:13]([O:15][C:16]([CH3:19])([CH3:18])[CH3:17])=[O:14])[CH2:6][C:5]=2[S:4][CH:3]=1.[F:20][C:21]1[CH:26]=[CH:25][CH:24]=[CH:23][C:22]=1B(O)O.C(=O)([O-])[O-].[K+].[K+].O>COCCOC.O.Cl[Pd](Cl)([P](C1C=CC=CC=1)(C1C=CC=CC=1)C1C=CC=CC=1)[P](C1C=CC=CC=1)(C1C=CC=CC=1)C1C=CC=CC=1>[F:20][C:21]1[CH:26]=[CH:25][CH:24]=[CH:23][C:22]=1[C:2]1[C:11]2[O:10][CH:9]([CH3:12])[CH2:8][N:7]([C:13]([O:15][C:16]([CH3:19])([CH3:18])[CH3:17])=[O:14])[CH2:6][C:5]=2[S:4][CH:3]=1 |f:2.3.4,6.7,^1:46,65|. Procedure: A mixed solution of tert-butyl 8-bromo-2-methyl-2,3-dihydrothieno[2,3-f][1,4]oxazepine-4(5H)-carboxylate (174 mg) obtained in Example 6, steps 1-6, (2-fluorophenyl)boronic acid (84 mg), dichlorobis(triphenylphosphine)palladium (18 mg) and potassium carbonate (207 mg) in DME-water (1:1, 5 ml,) was stirred at 85° C. for 2 hr under a nitrogen stream. The reaction solution was cooled to room temperature, water was added, and the mixture was extracted with ethyl acetate. The extract was washed with w... The reactants are CC#N, O=C1CCC(=O)N1Br, CCOC(=O)N1CCCc2ccsc2C1. Yields the product CCOC(=O)N1CCCc2cc(Br)sc2C1. Reaction SMILES: [CH3:24][C:25]#[N:26].[O:16]=[C:17]1[N:18]([Br:23])[C:19](=[O:20])[CH2:21][CH2:22]1.[s:1]1[cH:2][cH:3][c:4]2[c:5]1[CH2:6][N:7]([C:11](=[O:12])[O:13][CH2:14][CH3:15])[CH2:8][CH2:9][CH2:10]2>>[s:1]1[c:2]([Br:23])[cH:3][c:4]2[c:5]1[CH2:6][N:7]([C:11](=[O:12])[O:13][CH2:14][CH3:15])[CH2:8][CH2:9][CH2:10]2. Starting materials: C(C)(C)(C)OC(=O)N(CC=C)CC(C1=CC=CC=C1)C1=CC=CC=C1 (N-t-butoxycarbonyl-N-allyl-2,2-bis-phenyl-ethylamine), CSC (dimethyl sulfide), ClCCl (dichloromethane), O=O (oxygen). Solvent: C(C)(=O)OCC (ethyl acetate), CO (methanol). Conditions: temperature -78 celsius, time 5.5 hour. Yields the product C(C)(C)(C)OC(=O)N(CC=O)CC(C1=CC=CC=C1)C1=CC=CC=C1 (N-t-Butoxycarbonyl-N-(2-oxo-ethyl)-2,2-bis-phenyl-ethylamine). RXN SMILES: [C:1]([O:5][C:6]([N:8]([CH2:12][CH:13]([C:20]1[CH:25]=[CH:24][CH:23]=[CH:22][CH:21]=1)[C:14]1[CH:19]=[CH:18][CH:17]=[CH:16][CH:15]=1)[CH2:9][CH:10]=C)=[O:7])([CH3:4])([CH3:3])[CH3:2].ClCCl.[O:29]=O.CSC>C(OCC)(=O)C.CO>[C:1]([O:5][C:6]([N:8]([CH2:12][CH:13]([C:20]1[CH:25]=[CH:24][CH:23]=[CH:22][CH:21]=1)[C:14]1[CH:19]=[CH:18][CH:17]=[CH:16][CH:15]=1)[CH2:9][CH:10]=[O:29])=[O:7])([CH3:4])([CH3:3])[CH3:2]. Reported procedure: Combine N-t-butoxycarbonyl-N-allyl-2,2-bis-phenyl-ethylamine (0.23 g, 0.68 mmol) and dichloromethane (10 mL) and methanol (0.5 mL). Cool the -78° C. Pass ozonized oxygen through the solution until a persistent light blue color is obtained. Pass nitrogen through the solution until the blue color dissipates. Add dimethyl sulfide (2.0 mL). Allow the reaction mixture to warm to ambient temperature and stir for 5.5 hours. Concentrate in vacuo to obtain a residue. Dilute the residue with ethyl acetate... The reactants are C(C)OC(CCC1=C(C=CC(=C1)C(=O)C1=CC(=CC=C1)C(=O)OCC)O)=O (5-[[3-(ethoxycarbonyl)phenyl]carbonyl]-2-hydroxybenzenepropanoic acid ethyl ester), BrCCCCCCCBr (1,7-dibromoheptane). Yields the product C(C)OC(CCC1=C(C=CC(=C1)C(=O)C1=CC(=CC=C1)C(=O)OCC)OCCCCCCCBr)=O (2-[(7-Bromoheptyl)oxy]-5-[[3-(ethoxycarbonyl)phenyl]carbonyl]benzenepropanoic Acid Ethyl Ester). Yield: 81.6%. As a reaction SMILES: [CH2:1]([O:3][C:4](=[O:27])[CH2:5][CH2:6][C:7]1[CH:12]=[C:11]([C:13]([C:15]2[CH:20]=[CH:19][CH:18]=[C:17]([C:21]([O:23][CH2:24][CH3:25])=[O:22])[CH:16]=2)=[O:14])[CH:10]=[CH:9][C:8]=1[OH:26])[CH3:2].[Br:28][CH2:29][CH2:30][CH2:31][CH2:32][CH2:33][CH2:34][CH2:35]Br>>[CH2:1]([O:3][C:4](=[O:27])[CH2:5][CH2:6][C:7]1[CH:12]=[C:11]([C:13]([C:15]2[CH:20]=[CH:19][CH:18]=[C:17]([C:21]([O:23][CH2:24][CH3:25])=[O:22])[CH:16]=2)=[O:14])[CH:10]=[CH:9][C:8]=1[O:26][CH2:35][CH2:34][CH2:33][CH2:32][CH2:31][CH2:30][CH2:29][Br:28])[CH3:2]. Procedure details: Starting with 0.381 g (1.03 mmol) of 5-[[3-(ethoxycarbonyl)phenyl]carbonyl]-2-hydroxybenzenepropanoic acid ethyl ester, and 2.13 g (8.26 mmol) of 1,7-dibromoheptane, the title compound was obtained as a colorless oil, in 81.6% yield, using the procedure of example 21. The reactants are C(C1=CC=CC=C1)(=O)Cl (Benzoyl chloride), O (Water), FC1=C(C=CC=C1)NC1=NN=C(O1)C(=O)NC=1C=NC(=CC1)N1CCNCC1 (5-[(2-Fluorophenyl)amino]-N-(6-piperazin-1-ylpyridin-3-yl)-1,3,4-oxadiazole-2-carboxamide), FC1=C(C=CC=C1)NC1=NN=C(O1)C(=O)NC=1C=NC(=CC1)N1CCNCC1 (5-[(2-Fluorophenyl)amino]-N-(6-piperazin-1-ylpyridin-3-yl)-1,3,4-oxadiazole-2-carboxamide). Solvent: CN(C)C=O (DMF), N1=CC=CC=C1 (pyridine). Run at time 18 hour. Yields the product C(C1=CC=CC=C1)(=O)N1CCN(CC1)C1=CC=C(C=N1)NC(=O)C=1OC(=NN1)NC1=C(C=CC=C1)F (N-[6-(4-Benzoyl-1-piperazinyl)-3-pyridinyl]-5-[(2-fluorophenyl)amino]-1,3,4-oxadiazole-2-carboxamide). The yield is 68.4%. Reaction SMILES: [F:1][C:2]1[CH:7]=[CH:6][CH:5]=[CH:4][C:3]=1[NH:8][C:9]1[O:13][C:12]([C:14]([NH:16][C:17]2[CH:18]=[N:19][C:20]([N:23]3[CH2:28][CH2:27][NH:26][CH2:25][CH2:24]3)=[CH:21][CH:22]=2)=[O:15])=[N:11][N:10]=1.[C:29](Cl)(=[O:36])[C:30]1[CH:35]=[CH:34][CH:33]=[CH:32][CH:31]=1.O>CN(C=O)C.N1C=CC=CC=1>[C:29]([N:26]1[CH2:27][CH2:28][N:23]([C:20]2[N:19]=[CH:18][C:17]([NH:16][C:14]([C:12]3[O:13][C:9]([NH:8][C:3]4[CH:4]=[CH:5][CH:6]=[CH:7][C:2]=4[F:1])=[N:10][N:11]=3)=[O:15])=[CH:22][CH:21]=2)[CH2:24][CH2:25]1)(=[O:36])[C:30]1[CH:35]=[CH:34][CH:33]=[CH:32][CH:31]=1. Reported procedure: 5-[(2-Fluorophenyl)amino]-N-(6-piperazin-1-ylpyridin-3-yl)-1,3,4-oxadiazole-2-carboxamide (intermediate 41, 150 mg, 0.39 mmol), was stirred in DMF (4 mL) and pyridine (1 mL). Benzoyl chloride (60 mg, 0.43 mmol) was added and the reaction stirred for 18 h. Water (20 mL) was added and the reaction mixture thoroughly mixed. The resulting precipitate was filtered, washed with water (2×10 mL) then ether (2×10 mL) and dried in vacuo to give the title compound (130 mg) as a pale purple solid: